From a dataset of the Open Reaction Database (ORD), a public repository of structured organic reaction records. describe an organic reaction: reactants, conditions, products, and yield The reactants are CCCCCCCCCCCCCCCC(=O)O, [Cl-], CCCCCCCCCCCCCCCC(O)CC(=O)OC(C)(C)C. Product: CCCCCCCCCCCCCCCC(=O)OC(CCCCCCCCCCCCCCC)CC(=O)OC(C)(C)C. Reaction SMILES: [CH3:27][CH2:28][CH2:29][CH2:30][CH2:31][CH2:32][CH2:33][CH2:34][CH2:35][CH2:36][CH2:37][CH2:38][CH2:39][CH2:40][CH2:41][C:42]([OH:43])=[O:44].[Cl-:26].[OH:1][CH:2]([CH2:3][C:4](=[O:5])[O:6][C:7]([CH3:8])([CH3:9])[CH3:10])[CH2:11][CH2:12][CH2:13][CH2:14][CH2:15][CH2:16][CH2:17][CH2:18][CH2:19][CH2:20][CH2:21][CH2:22][CH2:23][CH2:24][CH3:25]>>[O:1]([CH:2]([CH2:3][C:4](=[O:5])[O:6][C:7]([CH3:8])([CH3:9])[CH3:10])[CH2:11][CH2:12][CH2:13][CH2:14][CH2:15][CH2:16][CH2:17][CH2:18][CH2:19][CH2:20][CH2:21][CH2:22][CH2:23][CH2:24][CH3:25])[C:42]([CH2:41][CH2:40][CH2:39][CH2:38][CH2:37][CH2:36][CH2:35][CH2:34][CH2:33][CH2:32][CH2:31][CH2:30][CH2:29][CH2:28][CH3:27])=[O:43]. The reactants are CCCO, CC(C)(C)[O-], ClCc1ccccc1, [K+], COc1ccc(CO)cc1O. Yields the product COc1ccc(CO)cc1OCc1ccccc1. As a reaction SMILES: [CH2:26]([OH:27])[CH2:28][CH3:29].[CH3:12][C:13]([CH3:14])([O-:15])[CH3:16].[Cl:18][CH2:19][c:20]1[cH:21][cH:22][cH:23][cH:24][cH:25]1.[K+:17].[OH:1][c:2]1[cH:3][c:4]([CH2:5][OH:6])[cH:7][cH:8][c:9]1[O:10][CH3:11]>>[O:1]([c:2]1[cH:3][c:4]([CH2:5][OH:6])[cH:7][cH:8][c:9]1[O:10][CH3:11])[CH2:19][c:20]1[cH:21][cH:22][cH:23][cH:24][cH:25]1. Reactants: C(=O)(Cl)Cl (phosgene), C1(=CC=CC=C1)C (toluene), CC=1C=CN2C=CC=CC12 (methylindolizine), C1(=CC=CC=C1)C (toluene). Reaction conditions: time 8 hour. The product is CC=1C=C2C=CC=CN2C1C(=O)Cl (2-methyl-indolizine-3-carbonyl chloride). Reaction SMILES: [C:1]([Cl:4])(Cl)=[O:2].C[C:6]1[CH:7]=[CH:8][N:9]2[C:14]=1[CH:13]=[CH:12][CH:11]=[CH:10]2.[C:15]1(C)C=CC=CC=1>>[CH3:15][C:7]1[CH:6]=[C:14]2[N:9]([C:8]=1[C:1]([Cl:4])=[O:2])[CH:10]=[CH:11][CH:12]=[CH:13]2. Procedure details: A solution of 99 g of phosgene (1 mole) in 800 ml of anhydrous toluene was cooled beneath 15° C. While the reaction mixture was cooled and stirred a solution of 131 g of methylindolizine (1 mole) in 475 ml of anhydrous toluene was added dropwise. The reaction mixture was kept overnight and the residue formed was sucked off. The reactants are Cc1n[nH]c(C)c1Br, CCOC(C)=O, CCCCCC, O=C(CCl)N1CCN(c2ccc(F)cc2)CC1, [K+], [K+], O=C([O-])[O-], CN(C)C=O. The product is Cc1nn(CC(=O)N2CCN(c3ccc(F)cc3)CC2)c(C)c1Br. RXN SMILES: [Br:1][c:2]1[c:3]([CH3:8])[n:4][nH:5][c:6]1[CH3:7].[C:37]([O:38][CH2:39][CH3:40])(=[O:41])[CH3:42].[CH3:43][CH2:44][CH2:45][CH2:46][CH2:47][CH3:48].[Cl:15][CH2:16][C:17](=[O:18])[N:19]1[CH2:20][CH2:21][N:22]([c:25]2[cH:26][cH:27][c:28]([F:31])[cH:29][cH:30]2)[CH2:23][CH2:24]1.[K+:10].[K+:9].[O-:11][C:12]([O-:13])=[O:14].[O:32]=[CH:33][N:34]([CH3:35])[CH3:36]>>[Br:1][c:2]1[c:3]([CH3:8])[n:4]([CH2:16][C:17](=[O:18])[N:19]2[CH2:20][CH2:21][N:22]([c:25]3[cH:26][cH:27][c:28]([F:31])[cH:29][cH:30]3)[CH2:23][CH2:24]2)[n:5][c:6]1[CH3:7]. The reactants are C([O-])([O-])=O.[Na+].[Na+] (Sodium carbonate), FC1=NC=CC(=C1)B(O)O (2-fluoropyridin-4-ylboronic acid), ClC1=NC=CC(=N1)Cl (2,4-dichloropyrimidine). Reagents/catalysts: C1=CC=C(C=C1)P([C-]2C=CC=C2)C3=CC=CC=C3.C1=CC=C(C=C1)P([C-]2C=CC=C2)C3=CC=CC=C3.Cl[Pd]Cl.[Fe+2] (PdCl2(dppf)). Run in O1CCOCC1.O (dioxane water), O (water). Run at temperature 80 celsius, time 3 hour. Yields the product ClC1=NC=CC(=N1)C1=CC(=NC=C1)F (2-chloro-4-(2-fluoropyridin-4-yl)pyrimidine). Isolated yield 96.8%. Reaction SMILES: C(=O)([O-])[O-].[Na+].[Na+].[F:7][C:8]1[CH:13]=[C:12](B(O)O)[CH:11]=[CH:10][N:9]=1.[Cl:17][C:18]1[N:23]=[C:22](Cl)[CH:21]=[CH:20][N:19]=1>O1CCOCC1.O.O.C1C=CC(P(C2C=CC=CC=2)[C-]2C=CC=C2)=CC=1.C1C=CC(P(C2C=CC=CC=2)[C-]2C=CC=C2)=CC=1.Cl[Pd]Cl.[Fe+2]>[Cl:17][C:18]1[N:23]=[C:22]([C:12]2[CH:11]=[CH:10][N:9]=[C:8]([F:7])[CH:13]=2)[CH:21]=[CH:20][N:19]=1 |f:0.1.2,5.6,8.9.10.11|. Procedure: Sodium carbonate (4.91 g, 46.3 mmol) was added to 2-fluoropyridin-4-ylboronic acid (2.61 g, 18.5 mmol) and 2,4-dichloropyrimidine (77.2 mL, 15.4 mmol) in dioxane/water (77 mL, 4:1), and the suspension was purged with argon. PdCl2(dppf)*DCM (0.630 g, 0.772 mmol) was added to the mixture, and the mixture was heated at 80° C. under argon. After 3 hours, the reaction mixture was diluted with water, and the resulting solid was collected by vacuum filtration to yield 2-chloro-4-(2-fluoropyridin-4-yl)p...